From a dataset of the Open Reaction Database (ORD), a public repository of structured organic reaction records. describe an organic reaction: reactants, conditions, products, and yield Run in C(C)(=O)O (acetic acid). RXN SMILES: [N+:1]([C:4]1[CH:9]=[CH:8][C:7]([S:10][C:11]2[C:19]([CH3:20])=[C:15]([C:16]([OH:18])=[O:17])[C:14]([OH:21])=[C:13]([C:22]([CH3:25])([CH3:24])[CH3:23])[CH:12]=2)=[CH:6][CH:5]=1)([O-:3])=[O:2].[OH:26]O.O>C(O)(=O)C>[N+:1]([C:4]1[CH:5]=[CH:6][C:7]([S:10]([C:11]2[C:19]([CH3:20])=[C:15]([C:16]([OH:18])=[O:17])[C:14]([OH:21])=[C:13]([C:22]([CH3:25])([CH3:24])[CH3:23])[CH:12]=2)=[O:26])=[CH:8][CH:9]=1)([O-:3])=[O:2]. Reported procedure: A solution of 5-(4-nitrophenylthio)-3-t-butyl-6-methylsalicylic acid (2.0 g.) in acetic acid (200 ml.) is mixed with 30% w/v aqueous hydrogen peroxide solution (11 ml.). The mixture is stirred at room temperature for 6 hours and then added to water (700 ml.). The precipitated solid thus formed is separated by filtration and crystallised from acetic acid to give 5-(4-nitrophenylsulphinyl)-3-t-butyl-6-methylsalicylic acid, m.p. 201°-202° C. Product: [N+](=O)([O-])C1=CC=C(C=C1)S(=O)C1=CC(=C(C(C(=O)O)=C1C)O)C(C)(C)C (5-(4-nitrophenylsulphinyl)-3-t-butyl-6-methylsalicylic acid). Reaction conditions: time 6 hour. Reactants: [N+](=O)([O-])C1=CC=C(C=C1)SC1=CC(=C(C(C(=O)O)=C1C)O)C(C)(C)C (5-(4-nitrophenylthio)-3-t-butyl-6-methylsalicylic acid), OO (hydrogen peroxide), O (water). Reactants: CN(C)C(OC)OC (DMF dimethyl acetal), CC1=CC=NC=C1C#N (4-methylnicotinonitrile), ice water. The solvent is CN(C)C=O (DMF). Run at temperature 35 celsius. Yields the product CN(/C=C/C1=CC=NC=C1C#N)C (4-((E)-2-dimethylaminovinyl)nicotinonitrile). RXN SMILES: [CH3:1][N:2]([CH:4](OC)OC)[CH3:3].[CH3:9][C:10]1[C:15]([C:16]#[N:17])=[CH:14][N:13]=[CH:12][CH:11]=1>CN(C=O)C>[CH3:1][N:2]([CH3:3])/[CH:4]=[CH:9]/[C:10]1[C:15]([C:16]#[N:17])=[CH:14][N:13]=[CH:12][CH:11]=1. Reported procedure: 940 ml of DMF dimethyl acetal are added to a solution of 200 g of 4-methylnicotinonitrile in 940 g of DMF, and the mixture is heated under reflux at 120-110 for 3 days. The mixture is cooled to 35° C., poured into 10 liters of ice-water and cooled at 4° C. for 16 h. The precipitate is filtered off, washed with water and dried, giving 263 g of 4-((E)-2-dimethylaminovinyl)nicotinonitrile; M˜173.22 g/mol; M+H found 174, NMR corresponds. RXN SMILES: [CH2:32]([CH3:33])[N:34]([CH:35]([CH3:36])[CH3:37])[CH:38]([CH3:39])[CH3:40].[CH2:42]([NH2:43])[CH3:44].[ClH:41].[O:1]=[C:2]1[CH:3]2[N:4]([c:5]3[c:6]([cH:8][c:9]([CH2:12][N:13]4[CH2:14][CH2:15][N:16]([c:19]5[cH:20][cH:21][c:22]([C:23](=[O:24])[OH:25])[cH:26][cH:27]5)[CH2:17][CH2:18]4)[cH:10][n:11]3)[NH:7]1)[CH2:28][CH2:29][CH2:30][CH2:31]2.[O:45]=[CH:46][N:47]([CH3:48])[CH3:49]>>[O:1]=[C:2]1[CH:3]2[N:4]([c:5]3[c:6]([cH:8][c:9]([CH2:12][N:13]4[CH2:14][CH2:15][N:16]([c:19]5[cH:20][cH:21][c:22]([C:23](=[O:25])[NH:34][CH2:32][CH3:33])[cH:26][cH:27]5)[CH2:17][CH2:18]4)[cH:10][n:11]3)[NH:7]1)[CH2:28][CH2:29][CH2:30][CH2:31]2. The product is CCNC(=O)c1ccc(N2CCN(Cc3cnc4c(c3)NC(=O)C3CCCCN43)CC2)cc1. The reactants are CCN(C(C)C)C(C)C, CCN, Cl, O=C(O)c1ccc(N2CCN(Cc3cnc4c(c3)NC(=O)C3CCCCN43)CC2)cc1, CN(C)C=O. The reactants are BrC1=CC(=CC=C1)Br (1, 3-dibromobenzene), FC1=CC=C(OC2CNC2)C=C1 (3-(4-fluorophenoxy)azetidine), C1(=CC=CC=C1)C (toluene), C([O-])([O-])=O.[Cs+].[Cs+] (cesium carbonate), C=1C=CC(=CC1)P(C=2C=CC=CC2)C3=CC=C4C=CC=CC4=C3C5=C6C=CC=CC6=CC=C5P(C=7C=CC=CC7)C=8C=CC=CC8 (BINAP). The reagents and catalysts are C=1C=CC(=CC1)/C=C/C(=O)/C=C/C2=CC=CC=C2.C=1C=CC(=CC1)/C=C/C(=O)/C=C/C2=CC=CC=C2.C=1C=CC(=CC1)/C=C/C(=O)/C=C/C2=CC=CC=C2.[Pd].[Pd] (Pd2(dba)3). Reaction conditions: temperature 100 celsius. The product is BrC=1C=C(C=CC1)N1CC(C1)OC1=CC=C(C=C1)F (1-(3-bromophenyl)-3-(4-fluorophenoxy)azetidine). Yield: 29.1%. As a reaction SMILES: Br[C:2]1[CH:7]=[CH:6][CH:5]=[C:4]([Br:8])[CH:3]=1.[F:9][C:10]1[CH:20]=[CH:19][C:13]([O:14][CH:15]2[CH2:18][NH:17][CH2:16]2)=[CH:12][CH:11]=1.C1(C)C=CC=CC=1.C(=O)([O-])[O-].[Cs+].[Cs+].C1C=CC(P(C2C(C3C(P(C4C=CC=CC=4)C4C=CC=CC=4)=CC=C4C=3C=CC=C4)=C3C(C=CC=C3)=CC=2)C2C=CC=CC=2)=CC=1>C1C=CC(/C=C/C(/C=C/C2C=CC=CC=2)=O)=CC=1.C1C=CC(/C=C/C(/C=C/C2C=CC=CC=2)=O)=CC=1.C1C=CC(/C=C/C(/C=C/C2C=CC=CC=2)=O)=CC=1.[Pd].[Pd]>[Br:8][C:4]1[CH:3]=[C:2]([N:17]2[CH2:18][CH:15]([O:14][C:13]3[CH:12]=[CH:11][C:10]([F:9])=[CH:20][CH:19]=3)[CH2:16]2)[CH:7]=[CH:6][CH:5]=1 |f:3.4.5,7.8.9.10.11|. Procedure: To a solution of 1, 3-dibromobenzene (500 mg, 2.13 mmol) and 3-(4-fluorophenoxy)azetidine (357 mg, 2.13 mmol) in toluene (7 mL, 3 mmol) was added cesium carbonate (600 mg, 5.3 mmol) and degassed for 15 min. Pd2(dba)3 (97 mg, 0.106 mmol) and BINAP (66 mg, 0.106 mmol) were added and the mixture was heated in the microwave for 30 min at 100° C. The reaction mixture was concentrated under reduced pressure and extracted with EtOAc (2×30 mL). The organic extracts were washed with brine, dried over sod... Reactants: ClC1=CC=C(N=N1)NNC(C(C)(C)C)=O (N′-(6-chloro-3-pyridazinyl)-2,2-dimethylpropionohydrazide). Solvent: C(C)(=O)OCC (ethyl acetate). Run at temperature 170 celsius. Product: C(C)(C)(C)C1=NN=C2N1N=C(C=C2)Cl (3-tert-Butyl-6-chloro[1,2,4]triazolo[4,3-b]pyridazine). The yield is 92.9%. RXN SMILES: [Cl:1][C:2]1[N:7]=[N:6][C:5]([NH:8][NH:9][C:10](=O)[C:11]([CH3:14])([CH3:13])[CH3:12])=[CH:4][CH:3]=1>C(OCC)(=O)C>[C:11]([C:10]1[N:6]2[N:7]=[C:2]([Cl:1])[CH:3]=[CH:4][C:5]2=[N:8][N:9]=1)([CH3:14])([CH3:13])[CH3:12]. Procedure: 2.78 g of N′-(6-chloro-3-pyridazinyl)-2,2-dimethylpropionohydrazide was stirred under heating at an external temperature of 170° C. for 10 minutes. After cooling, the reaction mixture was dissolved in ethyl acetate, subjected to silica gel column chromatography, and eluted with ethyl acetate. The desired fraction was collected and concentrated under reduced pressure; the precipitated crystal was washed with hexane and dried to yield 2.38 g of the title compound. Reactants: O=C([O-])[O-], Cc1ccc(S(=O)(=O)OC2CCOC2)cc1, CCCC#N, [K+], [K+], COC(=O)c1cc(O)cc(OCc2ccccc2)c1. The product is COC(=O)c1cc(OCc2ccccc2)cc(OC2CCOC2)c1. Reaction SMILES: [C:36](=[O:37])([O-:38])[O-:39].[CH3:20][c:21]1[cH:22][cH:23][c:24]([S:25]([O:26][CH:31]2[CH2:32][O:33][CH2:34][CH2:35]2)(=[O:27])=[O:28])[cH:29][cH:30]1.[CH3:42][CH2:43][CH2:44][C:45]#[N:46].[K+:40].[K+:41].[OH:1][c:2]1[cH:3][c:4]([C:5](=[O:6])[O:7][CH3:8])[cH:9][c:10]([O:12][CH2:13][c:14]2[cH:15][cH:16][cH:17][cH:18][cH:19]2)[cH:11]1>>[O:1]([c:2]1[cH:3][c:4]([C:5](=[O:6])[O:7][CH3:8])[cH:9][c:10]([O:12][CH2:13][c:14]2[cH:15][cH:16][cH:17][cH:18][cH:19]2)[cH:11]1)[CH:31]1[CH2:32][O:33][CH2:34][CH2:35]1. Reactants: C(=O)([O-])[O-].[K+].[K+] (K2CO3), OC=1C=C(C=CC1)C=1N=C(SC1)COC1=CC(=C(OCC(=O)O)C=C1)C (2-(4-((4-(3-hydroxyphenyl)thiazol-2-yl)methoxy)-2-methylphenoxy)acetic acid), C1(CCCC1)Br (cyclopentyl bromide). The solvent is CC(=O)C (acetone). Yields the product C1(CCCC1)OC=1C=C(C=CC1)C=1N=C(SC1)COC1=CC(=C(OCC(=O)OC)C=C1)C (methyl 2-(4-((4-(3-(cyclopentyloxy)phenyl)thiazol-2-yl)methoxy)-2-methylphenoxy)acetate). RXN SMILES: [OH:1][C:2]1[CH:3]=[C:4]([C:8]2[N:9]=[C:10]([CH2:13][O:14][C:15]3[CH:25]=[CH:24][C:18]([O:19][CH2:20][C:21]([OH:23])=[O:22])=[C:17]([CH3:26])[CH:16]=3)[S:11][CH:12]=2)[CH:5]=[CH:6][CH:7]=1.[C:27]([O-])([O-])=O.[K+].[K+].[CH:33]1(Br)[CH2:37][CH2:36][CH2:35][CH2:34]1>CC(C)=O>[CH:33]1([O:1][C:2]2[CH:3]=[C:4]([C:8]3[N:9]=[C:10]([CH2:13][O:14][C:15]4[CH:25]=[CH:24][C:18]([O:19][CH2:20][C:21]([O:23][CH3:27])=[O:22])=[C:17]([CH3:26])[CH:16]=4)[S:11][CH:12]=3)[CH:5]=[CH:6][CH:7]=2)[CH2:37][CH2:36][CH2:35][CH2:34]1 |f:1.2.3|. Procedure: 2-(4-((4-(3-hydroxyphenyl)thiazol-2-yl)methoxy)-2-methylphenoxy)acetic acid (20 mol, 0.052 mmol) is dissolved in acetone (4 mL). K2CO3 (21 mg, 0.156 mmol) is added, followed by cyclopentyl bromide (38 μL, 0.259 mmol) and the resulting mixture is heated to reflux for 18 h. The solvent is evaporated in vacuo to give crude methyl 2-(4-((4-(3-(cyclopentyloxy)phenyl)thiazol-2-yl)methoxy)-2-methylphenoxy)acetate, which is used in Step B without further purification. RXN SMILES: [CH3:1][O:2][C:3]1[CH:8]=[C:7]([O:9][CH3:10])[N:6]=[C:5]([O:11][C:12]2[CH:20]=[CH:19][C:18]3[NH:17][C:16]([CH3:21])=[C:15]([N+:22]([O-])=O)[C:14]=3[C:13]=2[C:25]([O:27][CH2:28][CH:29]=[CH2:30])=[O:26])[N:4]=1.Cl.[Sn]>CO>[NH2:22][C:15]1[C:14]2[C:13]([C:25]([O:27][CH2:28][CH:29]=[CH2:30])=[O:26])=[C:12]([O:11][C:5]3[N:6]=[C:7]([O:9][CH3:10])[CH:8]=[C:3]([O:2][CH3:1])[N:4]=3)[CH:20]=[CH:19][C:18]=2[NH:17][C:16]=1[CH3:21] |^3:31|. Procedure details: 3.4 g of allyl 5-[(4,6-dimethoxypyrimidin-2-yl)oxy]-2-methyl-3-nitroindol-4-carboxylate was dissolved in 50 ml of methanol, and 5 ml of concentrated hydrochloric acid was added thereto. Then, 4.9 g of tin powder was gradually added at room temperature. Them, the mixture was stirred at room temperature for 12 hours. The solid was filtered off, and then residue was concentrated under reduced pressure and extracted with ethyl acetate. The organic layer was washed with water and then dried over anhy... Reaction conditions: time 12 hour. Yields the product NC1=C(NC=2C=CC(=C(C12)C(=O)OCC=C)OC1=NC(=CC(=N1)OC)OC)C (Allyl 3-Amino-5-[(4,6-dimethoxypyrimidin-2-yl)oxy]-2-methylindol-4-carboxylate). Starting materials: Cl (hydrochloric acid), COC1=NC(=NC(=C1)OC)OC1=C(C=2C(=C(NC2C=C1)C)[N+](=O)[O-])C(=O)OCC=C (allyl 5-[(4,6-dimethoxypyrimidin-2-yl)oxy]-2-methyl-3-nitroindol-4-carboxylate), [Sn] (tin). Yield: 79.3%. The solvent is CO (methanol). Reactants: C(=O)C1CN(CC1)C(=O)OC(C)(C)C (1,1-dimethylethyl 3-formyl-1-pyrrolidinecarboxylate), NaHCO, NaBH, CN (methylamine). Run in CO.C(Cl)Cl (MeOH DCM). Reaction conditions: time 12 hour. Product: CNCC1CN(CC1)C(=O)OC(C)(C)C ((±)-1,1-Dimethylethyl 3-[(methylamino)methyl]-1-pyrrolidinecarboxylate). Isolated yield 95.2%. RXN SMILES: [CH:1]([CH:3]1[CH2:7][CH2:6][N:5]([C:8]([O:10][C:11]([CH3:14])([CH3:13])[CH3:12])=[O:9])[CH2:4]1)=O.[CH3:15][NH2:16]>CO.C(Cl)Cl>[CH3:15][NH:16][CH2:1][CH:3]1[CH2:7][CH2:6][N:5]([C:8]([O:10][C:11]([CH3:14])([CH3:13])[CH3:12])=[O:9])[CH2:4]1 |f:2.3|. Reported procedure: To a solution of 1,1-dimethylethyl 3-formyl-1-pyrrolidinecarboxylate (500 mg, 2.51 mmol) in MeOH/DCM (6 mL, 1:1) were added NaHCO (1.05 g, 12.6 mmol) followed by methylamine (2.51 mL, 5.02 mmol, 2.0 M in MeOH). After 12 h at 25° C., NaBH (1.05 g, 12.6 mmol) was added. After 1 h, the reaction was concentrated and the residue was partitioned between DCM and H O. The aqueous phase was extracted several times with DCM and the combined organic fractions were dried over MgSO4, concentrated and purifie... The reactants are Cl (HCl), OCC(=O)C1=CC=CC=C1 (2-hydroxyacetophenone), S1C=C(C=C1)C=O (thiophene 3-carboxaldehyde), [OH-].[Na+] (NaOH). Solvent: C(C)O (ethanol), O (water). Yields the product OC1(CSC=C1)C=1OC2=CC=CC=C2C(C1)=O (3-Hydroxy-3-thienylchromone). The yield is 36.0%. As a reaction SMILES: O[CH2:2][C:3]([C:5]1[CH:10]=[CH:9][CH:8]=[CH:7][CH:6]=1)=[O:4].[S:11]1[CH:15]=[CH:14][C:13]([CH:16]=[O:17])=[CH:12]1.[OH-:18].[Na+].Cl>C(O)C.O>[OH:18][C:13]1([C:16]2[O:17][C:6]3[C:5]([C:3](=[O:4])[CH:2]=2)=[CH:10][CH:9]=[CH:8][CH:7]=3)[CH:14]=[CH:15][S:11][CH2:12]1 |f:2.3|. Reported procedure: A solution of 3 g (22.2 mmol) of 2-hydroxyacetophenone, 2.5 g (22.2 mmol) of thiophene 3-carboxaldehyde and 3 g NaOH (in 15 ml of water) in 50 ml of ethanol was stirred for 12 hours before the solution was poured into 300 ml of water. The resulting mixture was neutralized with dilute HCl to yield a chalcone. The yellow precipitate obtained was filtered and dried. The product was purified by recrystallized from methylene chloride. Further oxidation of above chalcone was carried out with excess of...